This data is from the Open Reaction Database (ORD), a public repository of structured organic reaction records. The task is: describe an organic reaction: reactants, conditions, products, and yield Reactants: O.ON1N=NC2=C1C=CC=C2 (1-hydroxybenzotriazole hydrate), ClC=1C=C(C=CC1Cl)C1(CNCC1)CCO (3-(3,4-dichloro-phenyl)-3-(2-hydroxy-ethyl)-pyrrolidine), Cl.C(C)N=C=NCCCN(C)C (1-ethyl-3-(3-dimethylaminopropyl) carbodiimide hydrochloride), FC=1C=C(C(=O)O)C=C(C1F)F (3,4,5-trifluoro-benzoic acid), C(C)(C)N(C(C)C)CC (N,N-diisopropylethylamine). Run in ClCCl (dichloromethane), ClCCl (dichloromethane). Conditions: time 18 hour. The product is ClC=1C=C(C=CC1Cl)C1(CN(CC1)C(C1=CC(=C(C(=C1)F)F)F)=O)CCO (2-[3-(3,4-dichloro-phenyl)-1-(3,4,5-trifluoro-benzoyl)-pyrrolidin-3-yl]-ethanol). As a reaction SMILES: [Cl:1][C:2]1[CH:3]=[C:4]([C:9]2([CH2:14][CH2:15][OH:16])[CH2:13][CH2:12][NH:11][CH2:10]2)[CH:5]=[CH:6][C:7]=1[Cl:8].[F:17][C:18]1[CH:19]=[C:20]([CH:24]=[C:25]([F:28])[C:26]=1[F:27])[C:21](O)=[O:22].C(N(CC)C(C)C)(C)C.Cl.C(N=C=NCCCN(C)C)C.O.ON1C2C=CC=CC=2N=N1>ClCCl>[Cl:1][C:2]1[CH:3]=[C:4]([C:9]2([CH2:14][CH2:15][OH:16])[CH2:13][CH2:12][N:11]([C:21](=[O:22])[C:20]3[CH:24]=[C:25]([F:28])[C:26]([F:27])=[C:18]([F:17])[CH:19]=3)[CH2:10]2)[CH:5]=[CH:6][C:7]=1[Cl:8] |f:3.4,5.6|. Procedure: Combine 3-(3,4-dichloro-phenyl)-3-(2-hydroxy-ethyl)-pyrrolidine (286 mg, 1.1 mmol), 3,4,5-trifluoro-benzoic acid (1 mmol), N,N-diisopropylethylamine (0.19 mL, 1.1 mmol), 1-ethyl-3-(3-dimethylaminopropyl) carbodiimide hydrochloride (EDC) (0.21 g, 1.1 mmol), and 1-hydroxybenzotriazole hydrate (HOBT) (0.15 g, 1.1 mmol) in dichloromethane (10 mL). After 18 hour, dilute with dichloromethane and extract with 1M hydrochloric acid solution, 5% sodium bicarbonate solution, and water. Dry the organic laye... Reactants: P12(=S)SP3(=S)SP(=S)(S1)SP(=S)(S2)S3 (phosphorus pentasulfide), [S-2].[K+].[K+] (potassium sulfide), ClCCC1OC2=C(C(N(C1)C)=O)C=C1C=CC=CC1=C2 (2-(2-chloroethyl)-2,3-dihydro-4-methylnaphth[2,3-f][1,4]oxazepin-5(4H)-one). The solvent is C1(=CC=CC=C1)C (toluene). Product: ClCCC1OC2=C(C(N(C1)C)=S)C=C1C=CC=CC1=C2 (2-(2-Chloroethyl)-2,3-dihydro-4-methylnaphth[2,3-f][1,4]oxazepine-5(4H)-thione). As a reaction SMILES: [Cl:1][CH2:2][CH2:3][CH:4]1[CH2:10][N:9]([CH3:11])[C:8](=O)[C:7]2[CH:13]=[C:14]3[C:19](=[CH:20][C:6]=2[O:5]1)[CH:18]=[CH:17][CH:16]=[CH:15]3.P12(SP3(SP(SP(S3)(S1)=S)(=S)S2)=S)=[S:22].[S-2].[K+].[K+]>C1(C)C=CC=CC=1>[Cl:1][CH2:2][CH2:3][CH:4]1[CH2:10][N:9]([CH3:11])[C:8](=[S:22])[C:7]2[CH:13]=[C:14]3[C:19](=[CH:20][C:6]=2[O:5]1)[CH:18]=[CH:17][CH:16]=[CH:15]3 |f:2.3.4|. Procedure: To a solution of 16.6 g (0.06 mole) of 2-(2-chloroethyl)-2,3-dihydro-4-methylnaphth[2,3-f][1,4]oxazepin-5(4H)-one in 150 ml of dry toluene was added a mixture of 8.6 g (0.045 mole) of phosphorus pentasulfide and 8.6 g of potassium sulfide which had been ground together. The reaction mixture was stirred and heated at reflux for 24 hr. The mixture was filtered hot and the filtrate concentrated under reduced pressure. Yellow solid, 6.5 g (35%) was obtained which was recrystallized from ethanol, m.p... Starting materials: C=CCC1CCOC1=O, COCCOC, N. Product: C=CCC(CCO)C(N)=O. As a reaction SMILES: [CH2:2]([CH:3]=[CH2:4])[CH:5]1[C:6](=[O:10])[O:7][CH2:8][CH2:9]1.[CH3:11][O:12][CH2:13][CH2:14][O:15][CH3:16].[NH3:1]>>[NH2:1][C:6]([CH:5]([CH2:2][CH:3]=[CH2:4])[CH2:9][CH2:8][OH:7])=[O:10].